From a dataset of the Open Reaction Database (ORD), a public repository of structured organic reaction records. describe an organic reaction: reactants, conditions, products, and yield Starting materials: Cl.O=C(CCC(=O)O)C1=CC=CC=C1 (4-oxo-4-phenylbutanoic acid hydrochloride), C(C1=CC=CC=C1)[C@@H]1C[C@H](NC1)C(=O)NC1=CC=C(C=C1)OC1=CC=C(C=C1)F ((2S,4R)-4-benzyl-N-(4-(4-fluorophenoxy)phenyl)pyrrolidine-2-carboxamide). Yields the product Compound 124, C(C1=CC=CC=C1)[C@@H]1C[C@H](N(C1)C(CCC(C1=CC=CC=C1)=O)=O)C(=O)NC1=CC=C(C=C1)OC1=CC=C(C=C1)F ((2S,4R)-4-benzyl-N-(4-(4-fluorophenoxy)phenyl)-1-(4-oxo-4-phenylbutanoyl)pyrrolidine-2-carboxamide). Isolated yield 39.7%. As a reaction SMILES: Cl.[O:2]=[C:3]([C:9]1[CH:14]=[CH:13][CH:12]=[CH:11][CH:10]=1)[CH2:4][CH2:5][C:6]([OH:8])=O.[CH2:15]([C@H:22]1[CH2:26][NH:25][C@H:24]([C:27]([NH:29][C:30]2[CH:35]=[CH:34][C:33]([O:36][C:37]3[CH:42]=[CH:41][C:40]([F:43])=[CH:39][CH:38]=3)=[CH:32][CH:31]=2)=[O:28])[CH2:23]1)[C:16]1[CH:21]=[CH:20][CH:19]=[CH:18][CH:17]=1>>[CH2:15]([C@H:22]1[CH2:26][N:25]([C:6](=[O:8])[CH2:5][CH2:4][C:3](=[O:2])[C:9]2[CH:14]=[CH:13][CH:12]=[CH:11][CH:10]=2)[C@H:24]([C:27]([NH:29][C:30]2[CH:35]=[CH:34][C:33]([O:36][C:37]3[CH:38]=[CH:39][C:40]([F:43])=[CH:41][CH:42]=3)=[CH:32][CH:31]=2)=[O:28])[CH2:23]1)[C:16]1[CH:17]=[CH:18][CH:19]=[CH:20][CH:21]=1 |f:0.1|. Reported procedure: Proceeding as in Example 1, but substituting 4-oxo-4-phenylbutanoic acid hydrochloride and (2S,4R)-4-benzyl-N-(4-(4-fluorophenoxy)phenyl)pyrrolidine-2-carboxamide, gave Compound 124, (2S,4R)-4-benzyl-N-(4-(4-fluorophenoxy)phenyl)-1-(4-oxo-4-phenylbutanoyl)pyrrolidine-2-carboxamide (13.1 mg, 39.7%); Major isomer: 1H-NMR (400 MHz, DMSO-D6): σ 9.87 (s, 1H), 7.94-7.99 (m, 2H), 7.60-7.605 (m, 2H), 7.50-7.56 (m, 3H), 7.30-7.34 (m, 2H), 7.17-7.23 (m, 5H), 6.95-7.02 (m, 4H), 4.46 (m, 1H), 3.73 (m, 1H), ...